This data is from the Open Reaction Database (ORD), a public repository of structured organic reaction records. The task is: describe an organic reaction: reactants, conditions, products, and yield Starting materials: OC=1C=C(C=O)C=CC1O (3,4-dihydroxybenzaldehyde), N1C(=O)NC(=O)C1 (hydantoin), C(O)CN (monoethanolamine). The solvent is O (water). Reaction conditions: time 8 hour. Product: OC=1C=C(C=C2C(NC(N2)=O)=O)C=CC1O (5-(3',4'-Dihydroxybenzal) hydantoin). As a reaction SMILES: [OH:1][C:2]1[CH:3]=[C:4]([CH:7]=[CH:8][C:9]=1[OH:10])[CH:5]=O.[NH:11]1[CH2:17][C:15](=[O:16])[NH:14][C:12]1=[O:13].C(CN)O>O>[OH:1][C:2]1[CH:3]=[C:4]([CH:7]=[CH:8][C:9]=1[OH:10])[CH:5]=[C:17]1[NH:11][C:12](=[O:13])[NH:14][C:15]1=[O:16]. Procedure details: A mixture of 3,4-dihydroxybenzaldehyde (2.072 g.) and hydantoin (1.50 g.) in water (15 ml) was heated to 70° to give a clear solution. To this was added monoethanolamine (1.38 g.) and the magnetically stirred mixture was heated (90°-92°, bath temperature) for 4 hours. Within 10 minutes crystallization occurred. The product was allowed to cool to room temperature and was stored overnight. After immersing in an ice-bath, the mixture was acidified with ECl, refrigerated 5 hours, filtered, washed wi... Starting materials: Cl.NO (Hydroxylamine hydrochloride), C(C)(=O)[O-].[Na+] (sodium acetate), C1(CCCC1)OC=1C=C(C=O)C=CC1OC (3-Cyclopentyloxy-4-methoxy-benzaldehyde). The solvent is C(C)O (ethanol). Conditions: time 50 minute. Yields the product C1(CCCC1)OC=1C=C(C=NO)C=CC1OC (3-Cyclopentyloxy-4-methoxy-benzaldehyde Oxime). RXN SMILES: Cl.[NH2:2][OH:3].C([O-])(=O)C.[Na+].[CH:9]1([O:14][C:15]2[CH:16]=[C:17]([CH:20]=[CH:21][C:22]=2[O:23][CH3:24])[CH:18]=O)[CH2:13][CH2:12][CH2:11][CH2:10]1>C(O)C>[CH:9]1([O:14][C:15]2[CH:16]=[C:17]([CH:20]=[CH:21][C:22]=2[O:23][CH3:24])[CH:18]=[N:2][OH:3])[CH2:13][CH2:12][CH2:11][CH2:10]1 |f:0.1,2.3|. Reported procedure: Hydroxylamine hydrochloride (0.473 g, 6.8181 mmol) and sodium acetate (0.56 g, 6.8181 mmol) was added to a stirred solution of compound of Formula II (0.5 g, 2.2727 mmol) in ethanol (8 mL). The reaction mixture was stirred at room temperature for 50 minutes. Ethanol was evaporated under reduced pressure, which was diluted with water (20 mL) and the organic compound was extracted with ethyl acetate (2×15 mL). The ethyl acetate layer was dried over anhydrous sodium sulphate, filtered and concentra... Reactants: ice water, [OH-].[Na+] (sodium hydroxide), COC(CN)OC (aminoacetaldehyde dimethylacetal), Cl (hydrochloric acid), Cl.[N+](=O)([O-])C1=C(C=CC=C1)CC(OCC)=N (ethyl 2-(2-nitrophenyl)acetimidate hydrochloride). Solvent: C(C)O (Ethanol). The product is [N+](=O)([O-])C1=C(CC=2NC=CN2)C=CC=C1 (2-(2-nitrobenzyl)-imidazole). As a reaction SMILES: Cl.[N+:2]([C:5]1[CH:10]=[CH:9][CH:8]=[CH:7][C:6]=1[CH2:11][C:12](=[NH:16])OCC)([O-:4])=[O:3].CO[CH:19](OC)[CH2:20][NH2:21].Cl.[OH-].[Na+]>C(O)C>[N+:2]([C:5]1[CH:10]=[CH:9][CH:8]=[CH:7][C:6]=1[CH2:11][C:12]1[NH:16][CH:19]=[CH:20][N:21]=1)([O-:4])=[O:3] |f:0.1,4.5|. Procedure: Ethanol (2,200 ml) and 5,156 g (8.81 moles) of ethyl 2-(2-nitrophenyl)acetimidate hydrochloride were charged into a 22 liter flask. The suspension was stirred under nitrogen at room temperature and 1022.9 g (9.73 moles) of aminoacetaldehyde dimethylacetal were added all at once. The mixture was stirred for 1 hour and 1,693 ml of 12N hydrochloric acid were added all at once to cause a gentle exotherm (to 40°). Heat was then applied and the temperature was maintained at 70°-80° for 30 minutes. The... Reactants: C(N)(=O)C1=C(C=C(C=C1)C1=CC=C(C=C1)C[C@@H](C#N)NC(=O)C1(CCOCC1)NC(OC(C)(C)C)=O)F ((S)-tert-Butyl 4-(2-(4′-carbamoyl-3′-fluorobiphenyl-4-yl)-1-cyanoethylcarbamoyl)tetrahydro-2H-pyran-4-ylcarbamate). Solvent: C(=O)O (formic acid). Product: NC1(CCOCC1)C(=O)N[C@@H](CC1=CC=C(C=C1)C1=CC(=C(C=C1)C(N)=O)F)C#N ((S)-4-Amino-N-(2-(4′-carbamoyl-3′-fluorobiphenyl-4-yl)-1-cyanoethyl)tetrahydro-2H-pyran-4-carboxamide). The yield is 61.0%. RXN SMILES: [C:1]([C:4]1[CH:9]=[CH:8][C:7]([C:10]2[CH:15]=[CH:14][C:13]([CH2:16][C@H:17]([NH:20][C:21]([C:23]3([NH:29]C(=O)OC(C)(C)C)[CH2:28][CH2:27][O:26][CH2:25][CH2:24]3)=[O:22])[C:18]#[N:19])=[CH:12][CH:11]=2)=[CH:6][C:5]=1[F:37])(=[O:3])[NH2:2]>C(O)=O>[NH2:29][C:23]1([C:21]([NH:20][C@H:17]([C:18]#[N:19])[CH2:16][C:13]2[CH:12]=[CH:11][C:10]([C:7]3[CH:8]=[CH:9][C:4]([C:1](=[O:3])[NH2:2])=[C:5]([F:37])[CH:6]=3)=[CH:15][CH:14]=2)=[O:22])[CH2:24][CH2:25][O:26][CH2:27][CH2:28]1. Procedure details: (S)-tert-Butyl 4-(2-(4′-carbamoyl-3′-fluorobiphenyl-4-yl)-1-cyanoethylcarbamoyl)tetrahydro-2H-pyran-4-ylcarbamate (Example 25, step (i), 108 mg) in formic acid (2 mL) was heated at 50° C. for 20 mins. Volatiles were removed under reduced pressure and the residue azeotroped with methanol. The residue was purified by reversed phase HPLC using methanol in 0.1% aqueous TFA solution as eluent. The residue was converted to the free base by elution through a PL-HCO3 MP cartridge in dichloromethane/meth... The reactants are [Tl] (thallium), ClC1=C(C(=O)O)C(=CC=C1)Cl (2,6-dichlorobenzoic acid), ClCN1S(NC(C1=O)CCC)(=O)=O (2-chloromethyl-4-propyl-1,2,5-thiadiazolidin-3-one 1,1-dioxide). The reagents and catalysts are [Br-].C(CCC)[N+](CCCC)(CCCC)CCCC (tetrabutylammonium bromide). Run in CN(C)C=O (DMF). Product: ClC1=C(C(=CC=C1)Cl)C(=O)OCN1S(NC(C1=O)CCC)(=O)=O (2-(2,6-dichlorophenylcarbonyloxymethyl)-4-propyl-1,2,5-thiadiazolidin-3-one 1,1-dioxide). Isolated yield 28.5%. As a reaction SMILES: [Tl].[Cl:2][C:3]1[CH:11]=[CH:10][CH:9]=[C:8]([Cl:12])[C:4]=1[C:5]([OH:7])=[O:6].Cl[CH2:14][N:15]1[C:19](=[O:20])[CH:18]([CH2:21][CH2:22][CH3:23])[NH:17][S:16]1(=[O:25])=[O:24]>CN(C=O)C.[Br-].C([N+](CCCC)(CCCC)CCCC)CCC>[Cl:2][C:3]1[CH:11]=[CH:10][CH:9]=[C:8]([Cl:12])[C:4]=1[C:5]([O:7][CH2:14][N:15]1[C:19](=[O:20])[CH:18]([CH2:21][CH2:22][CH3:23])[NH:17][S:16]1(=[O:24])=[O:25])=[O:6] |f:4.5,^1:0|. Reported procedure: The thallium salt of 2,6-dichlorobenzoic acid (0.96 g; 2.43 mmol, prepared from 0.46 g of 2,6-dichlorobenzoic acid and 0.605 g of TlOC2H5 in ethanol ) was added to a solution of 2-chloromethyl-4-propyl-1,2,5-thiadiazolidin-3-one 1,1-dioxide (0.5 g; 2.21 mmol) in DMF (10 ml) containing tetrabutylammonium bromide (70 mg; 0.22 mmol). The mixture was allowed to react at 50° C. for 15 hours and at 100° C. for an additional hour, and then cooled. The mixture was concentrated in vacuo and the residue w... Starting materials: O=C1CCC(=O)N1Br, ClCCl, O=C(O)C(CC1CCCCC1)c1ccc(-n2nnnc2C(F)(F)F)c(Cl)c1, Nc1nccs1, c1ccc(P(c2ccccc2)c2ccccc2)cc1. Product: O=C(Nc1nccs1)C(CC1CCCCC1)c1ccc(-n2nnnc2C(F)(F)F)c(Cl)c1. As a reaction SMILES: [Br:20][N:21]1[C:22](=[O:23])[CH2:24][CH2:25][C:26]1=[O:27].[CH2:61]([Cl:62])[Cl:63].[Cl:28][c:29]1[cH:30][c:31]([CH:44]([C:45](=[O:46])[OH:47])[CH2:48][CH:49]2[CH2:50][CH2:51][CH2:52][CH2:53][CH2:54]2)[cH:32][cH:33][c:34]1-[n:35]1[n:36][n:37][n:38][c:39]1[C:40]([F:41])([F:42])[F:43].[NH2:55][c:56]1[s:57][cH:58][cH:59][n:60]1.[c:1]1([P:2]([c:3]2[cH:4][cH:5][cH:6][cH:7][cH:8]2)[c:9]2[cH:10][cH:11][cH:12][cH:13][cH:14]2)[cH:15][cH:16][cH:17][cH:18][cH:19]1>>[Cl:28][c:29]1[cH:30][c:31]([CH:44]([C:45](=[O:46])[NH:55][c:56]2[s:57][cH:58][cH:59][n:60]2)[CH2:48][CH:49]2[CH2:50][CH2:51][CH2:52][CH2:53][CH2:54]2)[cH:32][cH:33][c:34]1-[n:35]1[n:36][n:37][n:38][c:39]1[C:40]([F:41])([F:42])[F:43]. RXN SMILES: [NH2:1][C:2]1[CH:7]=[CH:6][CH:5]=[CH:4][C:3]=1[NH:8][S:9]([C:12]1[S:16][C:15]2[CH:17]=[CH:18][CH:19]=[CH:20][C:14]=2[CH:13]=1)(=[O:11])=[O:10].[Cl:21][C:22]([C:28]1[CH:29]=[CH:30][C:31]([O:38][CH3:39])=[C:32]([S:34](Cl)(=[O:36])=[O:35])[CH:33]=1)([Cl:27])[C:23]([F:26])([F:25])[F:24]>C(Cl)Cl.N1C=CC=CC=1>[Cl:21][C:22]([C:28]1[CH:29]=[CH:30][C:31]([O:38][CH3:39])=[C:32]([S:34]([NH:1][C:2]2[CH:7]=[CH:6][CH:5]=[CH:4][C:3]=2[NH:8][S:9]([C:12]2[S:16][C:15]3[CH:17]=[CH:18][CH:19]=[CH:20][C:14]=3[CH:13]=2)(=[O:11])=[O:10])(=[O:36])=[O:35])[CH:33]=1)([Cl:27])[C:23]([F:26])([F:25])[F:24]. The reactants are NC1=C(C=CC=C1)NS(=O)(=O)C1=CC2=C(S1)C=CC=C2 (benzo[b]thiophene-2-sulfonic acid (2-aminophenyl)-amide), ClC(C(F)(F)F)(Cl)C=1C=CC(=C(C1)S(=O)(=O)Cl)OC (5-(1,1-dichloro-2,2,2-trifluoroethyl)-2-methoxybenzenesulfonyl chloride). Isolated yield 59.8%. Reaction conditions: time 8 hour. The product is ClC(C(F)(F)F)(Cl)C=1C=CC(=C(C1)S(=O)(=O)NC1=C(C=CC=C1)NS(=O)(=O)C1=CC2=C(S1)C=CC=C2)OC (benzo[b]thiophene-2-sulfonic acid [2-(5-(1,1-dichloro-2,2,2-trifluoroethyl)-2-methoxy-benzenesulfonylamino)phenyl]-amide). The solvent is C(Cl)Cl (DCM), N1=CC=CC=C1 (pyridine), C(Cl)Cl (DCM). Reported procedure: To a solution of benzo[b]thiophene-2-sulfonic acid (2-aminophenyl)-amide (1 mmol, prepared as in Example 1) in DCM (2 mL) and pyridine (2 mL), 5-(1,1-dichloro-2,2,2-trifluoroethyl)-2-methoxybenzenesulfonyl chloride (1.1 mmol) was added at RT and the reaction mixture was then allowed to stir at RT overnight. The reaction mixture was then diluted with DCM (20 mL). The organic phase was washed with 10% aqueous HCl (20 mL), water (20 mL) and brine (20 mL). The organic phase was dried over anhydrous ...